This data is from the Open Reaction Database (ORD), a public repository of structured organic reaction records. The task is: describe an organic reaction: reactants, conditions, products, and yield Starting materials: [Cl-].C(C)OC(\C=C\C(=O)O)=O (fumaric acid monoethyl ester mono chloride), N(CCCN(C)C)CCCN(C)C (3,3′-Iminobis(N,N-dimethyl-propylamine)), C(=O)(O)[O-].[Na+] (NaHCO3). Reagents/catalysts: CN(C)C=1C=CN=CC1 (DMAP). Run in C1(=CC=CC=C1)C (toluene), C1(=CC=CC=C1)C (toluene). Run at temperature 23 celsius, time 3 hour. Product: C(C)OC(C=CC(N(CCCN(C)C)CCCN(C)C)=O)=O (3-[bis-(3-dimethylamino-propyl)-carbamoyl]-acrylic acid ethyl ester). As a reaction SMILES: [NH:1]([CH2:8][CH2:9][CH2:10][N:11]([CH3:13])[CH3:12])[CH2:2][CH2:3][CH2:4][N:5]([CH3:7])[CH3:6].[Cl-].[CH2:15]([O:17][C:18](=[O:24])/[CH:19]=[CH:20]/[C:21](O)=[O:22])[CH3:16].C([O-])(O)=O.[Na+]>CN(C1C=CN=CC=1)C.C1(C)C=CC=CC=1>[CH2:15]([O:17][C:18](=[O:24])[CH:19]=[CH:20][C:21](=[O:22])[N:1]([CH2:2][CH2:3][CH2:4][N:5]([CH3:6])[CH3:7])[CH2:8][CH2:9][CH2:10][N:11]([CH3:13])[CH3:12])[CH3:16] |f:1.2,3.4|. Reported procedure: 3,3′-Iminobis(N,N-dimethyl-propylamine) (10.66 g, 55 mmol) and DMAP (54 mg) are dissolved in toluene (60 ml). To this solution is added the solution of fumaric acid monoethyl ester mono chloride (8.15 g, 50 mmol) in toluene (20 ml) over 20 min via syringe pump. The mixture is further stirred for 3 h at 23° C., then poured on a mixture of ice and sat. aq. NaHCO3-solution. The product is extracted twice with EtOAc (100 ml) and the organic layers washed twice with brine, combined and dried over MgS...